Dataset: the Open Reaction Database (ORD), a public repository of structured organic reaction records. Task: describe an organic reaction: reactants, conditions, products, and yield Reactants: N1=C(C=CC=C1)C1=NC=CC=C1 (2,2'-bipyridyl), C(C)(=O)[O-].[Pd+2].C(C)(=O)[O-] (palladium acetate), N1=C(C=CC=C1)C1=NC=CC=C1 (2,2'-bipyridyl), [Pd] (palladium), C(C)(=O)[O-].[Pd+2].C(C)(=O)[O-] (palladium acetate). Solvent: C1=CC=CC=C1 (benzene), C1=CC=CC=C1 (benzene). Yields the product N1=C(C=CC=C1)C1=NC=CC=C1.[Pd] (palladium 2,2'-bipyridyl). As a reaction SMILES: [N:1]1[CH:6]=[CH:5][CH:4]=[CH:3][C:2]=1[C:7]1[CH:12]=[CH:11][CH:10]=[CH:9][N:8]=1.C([O-])(=O)C.[Pd+2:17].C([O-])(=O)C.[Pd]>C1C=CC=CC=1>[N:1]1[CH:6]=[CH:5][CH:4]=[CH:3][C:2]=1[C:7]1[CH:12]=[CH:11][CH:10]=[CH:9][N:8]=1.[Pd:17] |f:1.2.3,6.7|. Procedure details: In each of the Examples 8 through 10, a palladium 2,2'-bipyridyl chelate salt was prepared by stirring a mixture of a solution of 0.80 g of 2,2'-bipyridyl dissolved in 100 ml of benzene with another solution of 1.12 g of palladium acetate dissolved in 100 ml of benzene, at at a temperature of 25° C. for about one hour. The resultant precipitate was separated from the mixture by means of filtration, washed with 100 ml of benzene and, then, dried. The amount of the resultant palladium chelate salt... Reactants: CC(C)Oc1ccc(-c2ncc(Br)s2)cc1C#N, CCc1c(C=COC)cccc1B1OC(C)(C)C(C)(C)O1, CN(C)C=O, [K+], [K+], [K+], O, O=P([O-])([O-])[O-], c1ccc(P(c2ccccc2)(c2ccccc2)[Pd](P(c2ccccc2)(c2ccccc2)c2ccccc2)(P(c2ccccc2)(c2ccccc2)c2ccccc2)P(c2ccccc2)(c2ccccc2)c2ccccc2)cc1. Product: CCc1c(C=COC)cccc1-c1cnc(-c2ccc(OC(C)C)c(C#N)c2)s1. Reaction SMILES: [Br:1][c:2]1[cH:3][n:4][c:5](-[c:7]2[cH:8][cH:9][c:10]([O:15][CH:16]([CH3:17])[CH3:18])[c:11]([C:12]#[N:13])[cH:14]2)[s:6]1.[CH2:19]([CH3:20])[c:21]1[c:22]([B:31]2[O:32][C:33]([CH3:34])([CH3:35])[C:36]([CH3:37])([CH3:38])[O:39]2)[cH:23][cH:24][cH:25][c:26]1[CH:27]=[CH:28][O:29][CH3:30].[CH3:48][N:49]([CH3:50])[CH:51]=[O:52].[K+:45].[K+:46].[K+:47].[OH2:53].[P:40]([O-:41])([O-:42])([O-:43])=[O:44].[cH:54]1[cH:55][cH:56][c:57]([P:58]([Pd:59]([P:60]([c:61]2[cH:62][cH:63][cH:64][cH:65][cH:66]2)([c:67]2[cH:68][cH:69][cH:70][cH:71][cH:72]2)[c:73]2[cH:74][cH:75][cH:76][cH:77][cH:78]2)([P:79]([c:80]2[cH:81][cH:82][cH:83][cH:84][cH:85]2)([c:86]2[cH:87][cH:88][cH:89][cH:90][cH:91]2)[c:92]2[cH:93][cH:94][cH:95][cH:96][cH:97]2)[P:98]([c:99]2[cH:100][cH:101][cH:102][cH:103][cH:104]2)([c:105]2[cH:106][cH:107][cH:108][cH:109][cH:110]2)[c:111]2[cH:112][cH:113][cH:114][cH:115][cH:116]2)([c:117]2[cH:118][cH:119][cH:120][cH:121][cH:122]2)[c:123]2[cH:124][cH:125][cH:126][cH:127][cH:128]2)[cH:129][cH:130]1>>[c:2]1(-[c:22]2[c:21]([CH2:19][CH3:20])[c:26]([CH:27]=[CH:28][O:29][CH3:30])[cH:25][cH:24][cH:23]2)[cH:3][n:4][c:5](-[c:7]2[cH:8][cH:9][c:10]([O:15][CH:16]([CH3:17])[CH3:18])[c:11]([C:12]#[N:13])[cH:14]2)[s:6]1. The reactants are C(#N)CCCCN1C(=C(C2=CC=CC=C12)C)C=1C=NC=CC1 (1-(4-cyanobutyl)-3-methyl-2-(3-pyridyl)indole), [N-]=[N+]=[N-].[Na+] (sodium azide), [Cl-].[NH4+] (ammonium chloride), [Cl-].[Li+] (lithium chloride). Run in CN(C)C=O (DMF). Yields the product N1N=NN=C1CCCCN1C(=C(C2=CC=CC=C12)C)C=1C=NC=CC1 (1-[4-(5-tetrazolyl)-butyl]-3-methyl-2-(3-pyridyl)indole). As a reaction SMILES: [C:1]([CH2:3][CH2:4][CH2:5][CH2:6][N:7]1[C:15]2[C:10](=[CH:11][CH:12]=[CH:13][CH:14]=2)[C:9]([CH3:16])=[C:8]1[C:17]1[CH:18]=[N:19][CH:20]=[CH:21][CH:22]=1)#[N:2].[N-:23]=[N+:24]=[N-:25].[Na+].[Cl-].[NH4+].[Cl-].[Li+]>CN(C=O)C>[NH:23]1[C:1]([CH2:3][CH2:4][CH2:5][CH2:6][N:7]2[C:15]3[C:10](=[CH:11][CH:12]=[CH:13][CH:14]=3)[C:9]([CH3:16])=[C:8]2[C:17]2[CH:18]=[N:19][CH:20]=[CH:21][CH:22]=2)=[N:2][N:25]=[N:24]1 |f:1.2,3.4,5.6|. Procedure: A mixture of 578 mg of 1-(4-cyanobutyl)-3-methyl-2-(3-pyridyl)indole, 173 mg of sodium azide, 142 mg of ammonium chloride and 5 mg of lithium chloride in 2 ml of DMF is heated at 120° overnight. After cooling the mixture is filtered and the filtrate diluted with ca. 25 ml of water. After the pH is adjusted to 10-11 with 3 N NaOH, the solution is washed with ether to remove unreacted nitrile. The aqueous phase is adjusted to pH 5-6 with 2 N HCl and extracted with ether. The ether extract is washe... Reactants: C(C)OC(=O)CNCCC(=O)OCC (ethyl N-(ethoxycarbonylmethyl)-β-alaninate), C([O-])([O-])=O.[Na+].[Na+] (sodium carbonate), ClC(=O)OCC (ethyl chloroformate). The solvent is O (water), O (water). The product is C(C)OC(=O)CN(CCC(=O)OCC)C(=O)OCC (ethyl N-(ethoxycarbonylmethyl)-N-(ethoxycarbonyl)-β-alaninate). RXN SMILES: [CH2:1]([O:3][C:4]([CH2:6][NH:7][CH2:8][CH2:9][C:10]([O:12][CH2:13][CH3:14])=[O:11])=[O:5])[CH3:2].Cl[C:16]([O:18][CH2:19][CH3:20])=[O:17].C(=O)([O-])[O-].[Na+].[Na+]>O>[CH2:1]([O:3][C:4]([CH2:6][N:7]([C:16]([O:18][CH2:19][CH3:20])=[O:17])[CH2:8][CH2:9][C:10]([O:12][CH2:13][CH3:14])=[O:11])=[O:5])[CH3:2] |f:2.3.4|. Reported procedure: To a mixture of 49 g of ethyl N-(ethoxycarbonylmethyl)-β-alaninate and 30 ml of water cooled to -10° is added dropwise 27.6 ml of ethyl chloroformate followed by a solution of 12.7 g of sodium carbonate in 50 ml of water. The mixture is warmed to room temperature then heated at 55° for 50 minutes. The mixture is cooled, extracted with toluene, the extract is washed with 2N hydrochloric acid and water. The extract is dried over sodium sulfate, filtered, concentrated and distilled in vacuo to yiel... Procedure: Thionyl chloride (40 ml) is slowly added at 0° C. with stirring to a suspension of 2-acetamido-3-hydroxy-4-methoxybenzyl alcohol (2.5 g, 12.0 mmol) and anhydrous CH2Cl2 (30 ml). After the reaction mixture has warmed to RT, it is stirred for 1 h and then stirred at 50° C. for a further 1.5 h. The reaction solution is concentrated in vacuo and then coevaporated with toluene (3 times). The residue obtained is dissolved in a mixture of toluene and DMF (8:1, 45 ml) and added dropwise to a solution of... Yields the product CC=1OC2=C(N1)C(=CC=C2OC)CC#N (2-Methyl-7-methoxybenzoxazol-4-ylacetonitrile), crystals. Reaction SMILES: S(Cl)(Cl)=O.[C:5]([NH:8][C:9]1[C:16]([OH:17])=[C:15]([O:18][CH3:19])[CH:14]=[CH:13][C:10]=1[CH2:11]O)(=O)[CH3:6].[C-:20]#[N:21].[K+].C1OCCOCCOCCOCCOCCOC1.[Na+].[Cl-]>C1(C)C=CC=CC=1.CN(C=O)C.C(Cl)Cl>[CH3:6][C:5]1[O:17][C:16]2[C:15]([O:18][CH3:19])=[CH:14][CH:13]=[C:10]([CH2:11][C:20]#[N:21])[C:9]=2[N:8]=1 |f:2.3,5.6|. Solvent: C1(=CC=CC=C1)C (toluene), CN(C)C=O (DMF), C(Cl)Cl (CH2Cl2), CN(C)C=O (DMF). Reaction conditions: time 1 hour. The reactants are C(C)(=O)NC1=C(CO)C=CC(=C1O)OC (2-acetamido-3-hydroxy-4-methoxybenzyl alcohol), S(=O)(Cl)Cl (Thionyl chloride), [C-]#N.[K+] (KCN), C1COCCOCCOCCOCCOCCO1 (18-crown-6), [Na+].[Cl-] (NaCl). RXN SMILES: [Br-:13].[CH2:23]([O:24][CH2:25][CH3:26])[CH3:27].[CH3:14][Mg+:15].[CH3:16][c:17]1[cH:18][cH:19][cH:20][cH:21][cH:22]1.[O:1]1[CH2:2][CH2:3][O:4][c:5]2[c:6]1[cH:7][cH:8][cH:9][c:10]2[CH:11]=[NH:12]>>[O:1]1[CH2:2][CH2:3][O:4][c:5]2[c:6]1[cH:7][cH:8][cH:9][c:10]2[CH:11]([NH2:12])[CH3:14]. The product is CC(N)c1cccc2c1OCCO2. Reactants: [Br-], CCOCC, C[Mg+], Cc1ccccc1, N=Cc1cccc2c1OCCO2. Yields the product P(OCC)(OCC)(=S)SCSC(C1=CC=CC=C1)(C)C (S-(α,α-Dimethylbenzylthio)methyl O,O-Diethyl Phosphorodithioate). Reported procedure: A mixture of 37.2 grams (0.200 mole) of O,O- diethyl phosphorodithioic acid, 30.5 grams (0.200 mole) of α,α-dimethyl α-toluenethiol and 16.5 ml. (0.220 mole) of methanol-free formalin is stirred vigorously at room temperature for 3 days. The mixture is extracted with 250 ml. of methylene chloride, and this solution is washed with two 30 ml. portions of saturated sodium chloride solution, four 30 ml. portions of 5% potassium hydroxide solution, and three 30 ml. portions of saturated sodium chlori... The reactants are C(C)OP(OCC)(=S)S (diethyl phosphorodithioic acid), CC(C1=CC=CC=C1)(S)C (α,α-dimethyl α-toluenethiol), CO (methanol). RXN SMILES: [CH2:1]([O:3][P:4]([SH:9])(=[S:8])[O:5][CH2:6][CH3:7])[CH3:2].[CH3:10][C:11]([CH3:19])([SH:18])[C:12]1[CH:17]=[CH:16][CH:15]=[CH:14][CH:13]=1.[CH3:20]O>>[P:4]([S:9][CH2:20][S:18][C:11]([CH3:19])([CH3:10])[C:12]1[CH:17]=[CH:16][CH:15]=[CH:14][CH:13]=1)(=[S:8])([O:5][CH2:6][CH3:7])[O:3][CH2:1][CH3:2].